This data is from the Open Reaction Database (ORD), a public repository of structured organic reaction records. The task is: describe an organic reaction: reactants, conditions, products, and yield Reaction SMILES: C([N:8]1[CH2:13][CH2:12][N:11]([C:14]2[CH:19]=[CH:18][CH:17]=[CH:16][C:15]=2[NH:20][S:21]([CH3:24])(=[O:23])=[O:22])[CH2:10][CH2:9]1)C1C=CC=CC=1.C([O-])=O.[NH4+].C(O)=O>CO.[Pd]>[N:11]1([C:14]2[CH:19]=[CH:18][CH:17]=[CH:16][C:15]=2[NH:20][S:21]([CH3:24])(=[O:23])=[O:22])[CH2:12][CH2:13][NH:8][CH2:9][CH2:10]1 |f:1.2|. Procedure details: A solution of the product of N-[2-(4-benzylpiperazin-1-yl)phenyl]methanesulfonamide (2.83 g, 8.2 mmol) in methanol (40 mL) was purged with nitrogen (0.25 hour). Ammonium formate (1.55 g, 24.6 mmol), formic acid (0.31 mL, 8.21 mmol) and palladium on activated charcoal (0.5 g) were added. The mixture was heated at reflux for 2 h., cooled, filtered, and the solvent was evaporated under reduced pressure. The residue was diluted with ethyl acetate and washed with aqueous potassium carbonate (saturate... Reactants: C(=O)[O-].[NH4+] (Ammonium formate), C(=O)O (formic acid), C(C1=CC=CC=C1)N1CCN(CC1)C1=C(C=CC=C1)NS(=O)(=O)C (N-[2-(4-benzylpiperazin-1-yl)phenyl]methanesulfonamide). Reagents/catalysts: [Pd] (palladium on activated charcoal). The product is N1(CCNCC1)C1=C(C=CC=C1)NS(=O)(=O)C (N-[2-(Piperazin-1-yl)phenyl]methanesulfonamide). Isolated yield 57.1%. The solvent is CO (methanol). Reactants: COC(=O)c1ccc2nccc(Br)c2c1, CO, Cl, [Na+], C1CCOC1, [OH-]. The product is O=C(O)c1ccc2nccc(Br)c2c1. RXN SMILES: [Br:1][c:2]1[cH:3][cH:4][n:5][c:6]2[cH:7][cH:8][c:9]([C:12](=[O:13])[O:14][CH3:15])[cH:10][c:11]12.[CH3:19][OH:20].[ClH:18].[Na+:17].[O:21]1[CH2:22][CH2:23][CH2:24][CH2:25]1.[OH-:16]>>[Br:1][c:2]1[cH:3][cH:4][n:5][c:6]2[cH:7][cH:8][c:9]([C:12](=[O:13])[OH:14])[cH:10][c:11]12. Starting materials: CCN(CC)CCN, CCOC(=O)c1c(C)c[nH]c1CC(=O)O, CCN=C=NCCCN(C)C, CN(C)C=O, ClCCl, Cl, O, On1nnc2ccccc21. Yields the product CCOC(=O)c1c(C)c[nH]c1CC(=O)NCCN(CC)CC. Reaction SMILES: [CH2:16]([CH3:17])[N:18]([CH2:19][CH2:20][NH2:21])[CH2:22][CH3:23].[CH2:1]([CH3:2])[O:3][C:4](=[O:5])[c:6]1[c:7]([CH2:12][C:13](=[O:14])[OH:15])[nH:8][cH:9][c:10]1[CH3:11].[CH2:25]([N:26]=[C:27]=[N:28][CH2:29][CH2:30][CH2:31][N:32]([CH3:33])[CH3:34])[CH3:35].[CH3:46][N:47]([CH3:48])[CH:49]=[O:50].[Cl:51][CH2:52][Cl:53].[ClH:24].[OH2:54].[OH:36][n:37]1[c:38]2[cH:39][cH:40][cH:41][cH:42][c:43]2[n:44][n:45]1>>[CH2:1]([CH3:2])[O:3][C:4](=[O:5])[c:6]1[c:7]([CH2:12][C:13](=[O:15])[NH:21][CH2:20][CH2:19][N:18]([CH2:16][CH3:17])[CH2:22][CH3:23])[nH:8][cH:9][c:10]1[CH3:11]. Reactants: COC1=C(C(=C(C=C1)C#CC(=O)OCC)OC)C1=CC=2C(CCC(C2C=C1C)(C)C)(C)C (ethyl [4-methoxy-methoxy-3-(3,5,5,8,8-pentamethyl-5,6,7,8-tetrahydro-2-naphthyl)phenyl]propynoate), COC1=C(C(=C(C=C1)C#CC(=O)O)OC)C1=CC=2C(CCC(C2C=C1C)(C)C)(C)C ([4-methoxy-methoxy-3-(3,5,5,8,8-pentamethyl-5,6,7,8-tetrahydro-2-naphthyl)phenyl]propynoic acid). The product is COCOC1=C(C=C(C=C1)C#CC(=O)O)C1=CC=2C(CCC(C2C=C1C)(C)C)(C)C ([4-Methoxymethoxy-3-(3,5,5,8,8-pentamethyl-5,6,7,8-tetrahydro-2-naphthyl)phenyl]propynoic Acid). As a reaction SMILES: [CH3:1][O:2]C1C=CC(C#CC(OCC)=O)=C(OC)C=1C1C(C)=CC2C(C)(C)CCC(C)(C)C=2C=1.[CH3:33][O:34][C:35]1[CH:40]=[CH:39][C:38]([C:41]#[C:42][C:43]([OH:45])=[O:44])=[C:37](OC)[C:36]=1[C:48]1[C:57]([CH3:58])=[CH:56][C:55]2[C:54]([CH3:60])([CH3:59])[CH2:53][CH2:52][C:51]([CH3:62])([CH3:61])[C:50]=2[CH:49]=1>>[CH3:1][O:2][CH2:33][O:34][C:35]1[CH:40]=[CH:39][C:38]([C:41]#[C:42][C:43]([OH:45])=[O:44])=[CH:37][C:36]=1[C:48]1[C:57]([CH3:58])=[CH:56][C:55]2[C:54]([CH3:59])([CH3:60])[CH2:53][CH2:52][C:51]([CH3:62])([CH3:61])[C:50]=2[CH:49]=1. Procedure details: In a manner similar to that of Example 2(h), starting from 439 mg (1 mmol) of ethyl [4-methoxy-methoxy-3-(3,5,5,8,8-pentamethyl-5,6,7,8-tetrahydro-2-naphthyl)phenyl]propynoate, 375 mg (91%) of [4-methoxy-methoxy-3-(3,5,5,8,8-pentamethyl-5,6,7,8-tetrahydro-2-naphthyl)phenyl]propynoic acid having a melting point of 168°-170° C. were obtained.